From a dataset of the Open Reaction Database (ORD), a public repository of structured organic reaction records. describe an organic reaction: reactants, conditions, products, and yield Starting materials: BrC1=C2C=C(NC2=CC=C1)C(=O)O (4-bromo-indole-2-carboxylic acid), C(C)C1=C(C=CC=C1)B(O)O (2-ethylphenylboronic acid). Reagents/catalysts: C=1C=CC(=CC1)[P](C=2C=CC=CC2)(C=3C=CC=CC3)[Pd]([P](C=4C=CC=CC4)(C=5C=CC=CC5)C=6C=CC=CC6)([P](C=7C=CC=CC7)(C=8C=CC=CC8)C=9C=CC=CC9)[P](C=1C=CC=CC1)(C=1C=CC=CC1)C=1C=CC=CC1 (tetrakistriphenylphosphinepalladium). Run in C1(=CC=CC=C1)C (toluene), C(C)O (ethanol). Yields the product C(C)C1=C(C=CC=C1)C1=C2C=C(NC2=CC=C1)C(=O)O (4-(2-Ethylphenyl)-indole-2-carboxylic acid). RXN SMILES: Br[C:2]1[CH:10]=[CH:9][CH:8]=[C:7]2[C:3]=1[CH:4]=[C:5]([C:11]([OH:13])=[O:12])[NH:6]2.[CH2:14]([C:16]1[CH:21]=[CH:20][CH:19]=[CH:18][C:17]=1B(O)O)[CH3:15]>C1(C)C=CC=CC=1.C(O)C.C1C=CC([P]([Pd]([P](C2C=CC=CC=2)(C2C=CC=CC=2)C2C=CC=CC=2)([P](C2C=CC=CC=2)(C2C=CC=CC=2)C2C=CC=CC=2)[P](C2C=CC=CC=2)(C2C=CC=CC=2)C2C=CC=CC=2)(C2C=CC=CC=2)C2C=CC=CC=2)=CC=1>[CH2:14]([C:16]1[CH:21]=[CH:20][CH:19]=[CH:18][C:17]=1[C:2]1[CH:10]=[CH:9][CH:8]=[C:7]2[C:3]=1[CH:4]=[C:5]([C:11]([OH:13])=[O:12])[NH:6]2)[CH3:15] |^1:38,40,59,78|. Procedure: To a mixture of 0.28 g of 4-bromo-indole-2-carboxylic acid and 0.069 g of tetrakistriphenylphosphinepalladium in 11 ml of toluene and 2 ml of 2M soda is added a solution of 0.300 g of 2-ethylphenylboronic acid in 3 ml of ethanol. This mixture is refluxed for 16 h, filtered and the aqueous phase acidified with 2N HCl and extracted with ethyl acetate. Concentration of the organic phase gives the product as a brownish powder, m.p. 230-233°, sufficiently pure for the next step. Starting materials: [Al+3], CCO, CN(C)C(C)(C)CN, ClC(Cl)Cl, Cl, Cl, [H-], [H-], [H-], [H-], [Li+], [Na+], [OH-], O. Yields the product CNCC(C)(C)N(C)C, Cl, Cl. Reaction SMILES: [Al+3:18].[CH3:24][CH2:25][OH:26].[CH3:3][N:4]([C:5]([CH2:6][NH2:7])([CH3:8])[CH3:9])[CH3:10].[CH:13]([Cl:14])([Cl:15])[Cl:16].[ClH:1].[ClH:2].[H-:17].[H-:20].[H-:21].[H-:22].[Li+:19].[Na+:12].[OH-:11].[OH2:23]>>[CH3:3][N:4]([C:5]([CH2:6][NH:7][CH3:13])([CH3:8])[CH3:9])[CH3:10].[ClH:14].[ClH:1]. Starting materials: ClC1=CC(=C(C=C1)O)C(CN1C=NC=C1)(C)O (4-chloro-2-(1-hydroxy-2-(1H-1-imidazolyl)-1-methylethyl)phenol), ClC1=CC(=C(C=C1)O)C(CN1C=NC=C1)(C)O (4-chloro-2-(1-hydroxy-2-(1H-1-imidazolyl)-1-methylethyl)phenol), ClC1=C(CCl)C=CC(=C1)Cl (2,4-dichlorobenzyl chloride). Product: ClC=1C=CC(=C(C1)C(CN1C=NC=C1)(C)O)OCC1=C(C=C(C=C1)Cl)Cl (2-(5-chloro-2-((2,4-dichlorobenzyl)oxy)phenyl)-1-(1H-1-imidazolyl)-2-propanol). Yield: 51.9%. Reaction SMILES: [Cl:1][C:2]1[CH:7]=[CH:6][C:5]([OH:8])=[C:4]([C:9]([OH:17])([CH3:16])[CH2:10][N:11]2[CH:15]=[CH:14][N:13]=[CH:12]2)[CH:3]=1.[Cl:18][C:19]1[CH:26]=[C:25]([Cl:27])[CH:24]=[CH:23][C:20]=1[CH2:21]Cl>>[Cl:1][C:2]1[CH:7]=[CH:6][C:5]([O:8][CH2:21][C:20]2[CH:23]=[CH:24][C:25]([Cl:27])=[CH:26][C:19]=2[Cl:18])=[C:4]([C:9]([OH:17])([CH3:16])[CH2:10][N:11]2[CH:15]=[CH:14][N:13]=[CH:12]2)[CH:3]=1. Reported procedure: The general procedure of Example 6 was repeated using 4-chloro-2-(1-hydroxy-2-(1H-1-imidazolyl)-1-methylethyl)phenol [compound (2-1)] and 2,4-dichlorobenzyl chloride, to thereby yield 2-(5-chloro-2-((2,4-dichlorobenzyl)oxy)phenyl)-1-(1H-1-imidazolyl)-2-propanol as colorless crystals (yield: 51.9%). Starting materials: CCOC(=O)c1csc(C(=O)O)c1, Cc1cc(C)cc(CN)c1, ClCCl, Cl. The product is CCOC(=O)c1csc(C(=O)NCc2cc(C)cc(C)c2)c1. As a reaction SMILES: [CH2:1]([CH3:2])[O:3][C:4](=[O:5])[c:6]1[cH:7][c:8]([C:11](=[O:12])[OH:13])[s:9][cH:10]1.[CH3:15][c:16]1[cH:17][c:18]([CH2:19][NH2:20])[cH:21][c:22]([CH3:24])[cH:23]1.[Cl:25][CH2:26][Cl:27].[ClH:14]>>[CH2:1]([CH3:2])[O:3][C:4](=[O:5])[c:6]1[cH:7][c:8]([C:11](=[O:13])[NH:20][CH2:19][c:18]2[cH:17][c:16]([CH3:15])[cH:23][c:22]([CH3:24])[cH:21]2)[s:9][cH:10]1.